This data is from the Open Reaction Database (ORD), a public repository of structured organic reaction records. The task is: describe an organic reaction: reactants, conditions, products, and yield Starting materials: Cl.C(C)OC(=O)CNC(=O)CN(C1=CC2=C(N(C(=N2)CC2=CC=C(C(=N)N)C=C2)C)C=C1)S(=O)(=O)C=1C=CC=C2C=CC=NC12 (4-[(5-(N-ethoxycarbonylmethylaminocarbonylmethyl-quinolin-8-yl-sulphonylamino)-1-methyl-1H-benzimidazol-2-yl)-methyl]-benzamidine-hydrochloride), ClC(=O)OC1CCCCC1 (cyclohexyl chloroformate). The solvent is O1CCCC1.O (tetrahydrofuran water). The product is C(C)OC(=O)CNC(=O)CN(C1=CC2=C(N(C(=N2)CC2=CC=C(C(=NC(=O)OC3CCCCC3)N)C=C2)C)C=C1)S(=O)(=O)C=1C=CC=C2C=CC=NC12 (4-[(5-(N-ethoxycarbonylmethylaminocarbonylmethyl-quinolin-8-yl-sulphonylamino)-1-methyl-1H-benzimidazol-2-yl)-methyl]-N'-cyclohexyloxycarbonyl-benzamidine). Reaction SMILES: Cl.[CH2:2]([O:4][C:5]([CH2:7][NH:8][C:9]([CH2:11][N:12]([S:33]([C:36]1[CH:37]=[CH:38][CH:39]=[C:40]2[C:45]=1[N:44]=[CH:43][CH:42]=[CH:41]2)(=[O:35])=[O:34])[C:13]1[CH:32]=[CH:31][C:16]2[N:17]([CH3:30])[C:18]([CH2:20][C:21]3[CH:29]=[CH:28][C:24]([C:25]([NH2:27])=[NH:26])=[CH:23][CH:22]=3)=[N:19][C:15]=2[CH:14]=1)=[O:10])=[O:6])[CH3:3].Cl[C:47]([O:49][CH:50]1[CH2:55][CH2:54][CH2:53][CH2:52][CH2:51]1)=[O:48]>O1CCCC1.O>[CH2:2]([O:4][C:5]([CH2:7][NH:8][C:9]([CH2:11][N:12]([S:33]([C:36]1[CH:37]=[CH:38][CH:39]=[C:40]2[C:45]=1[N:44]=[CH:43][CH:42]=[CH:41]2)(=[O:34])=[O:35])[C:13]1[CH:32]=[CH:31][C:16]2[N:17]([CH3:30])[C:18]([CH2:20][C:21]3[CH:22]=[CH:23][C:24]([C:25]([NH2:27])=[N:26][C:47]([O:49][CH:50]4[CH2:55][CH2:54][CH2:53][CH2:52][CH2:51]4)=[O:48])=[CH:28][CH:29]=3)=[N:19][C:15]=2[CH:14]=1)=[O:10])=[O:6])[CH3:3] |f:0.1,3.4|. Procedure: Prepared analogously to Example 97 from 4-[(5-(N-ethoxycarbonylmethylaminocarbonylmethyl-quinolin-8-yl-sulphonylamino)-1-methyl-1H-benzimidazol-2-yl)-methyl]-benzamidine-hydrochloride and cyclohexyl chloroformate in tetrahydrofuran/water.